The task is: describe an organic reaction: reactants, conditions, products, and yield. This data is from the Open Reaction Database (ORD), a public repository of structured organic reaction records. Reactants: Cl.BrC1=C(C=C2C(=CCC2=C1)CCN)OC (2-(6-bromo-5-methoxy-1H-inden-3-yl)ethylamine hydrochloride), C(CC)(=O)Cl (propionyl chloride). Yields the product Example 8, BrC1=C(C=C2C(=CCC2=C1)CCNC(CC)=O)OC (N-[2-(6-Bromo-5-methoxy-1H-inden-3-yl)ethyl]propionamide). The yield is 95.0%. RXN SMILES: Cl.[Br:2][C:3]1[CH:11]=[C:10]2[C:6]([C:7]([CH2:12][CH2:13][NH2:14])=[CH:8][CH2:9]2)=[CH:5][C:4]=1[O:15][CH3:16].[C:17](Cl)(=[O:20])[CH2:18][CH3:19]>>[Br:2][C:3]1[CH:11]=[C:10]2[C:6]([C:7]([CH2:12][CH2:13][NH:14][C:17](=[O:20])[CH2:18][CH3:19])=[CH:8][CH2:9]2)=[CH:5][C:4]=1[O:15][CH3:16] |f:0.1|. Procedure details: Starting with 2-(6-bromo-5-methoxy-1H-inden-3-yl)ethylamine hydrochloride and propionyl chloride, the title compound was synthesized in otherwise the same manner as Example 8 (yield 95%). The reactants are CN(Cc1ccc(C=CC(=O)Nc2ccc(-c3ccc(Cl)cc3)cc2)cc1)C1CCOCC1, CN(C)C=O. Yields the product CN(Cc1ccc(CCC(=O)Nc2ccc(-c3ccc(Cl)cc3)cc2)cc1)C1CCOCC1. As a reaction SMILES: [Cl:1][c:2]1[cH:3][cH:4][c:5](-[c:8]2[cH:9][cH:10][c:11]([NH:14][C:15]([CH:16]=[CH:17][c:18]3[cH:19][cH:20][c:21]([CH2:24][N:25]([CH:26]4[CH2:27][CH2:28][O:29][CH2:30][CH2:31]4)[CH3:32])[cH:22][cH:23]3)=[O:33])[cH:12][cH:13]2)[cH:6][cH:7]1.[O:34]=[CH:35][N:36]([CH3:37])[CH3:38]>>[Cl:1][c:2]1[cH:3][cH:4][c:5](-[c:8]2[cH:9][cH:10][c:11]([NH:14][C:15]([CH2:16][CH2:17][c:18]3[cH:19][cH:20][c:21]([CH2:24][N:25]([CH:26]4[CH2:27][CH2:28][O:29][CH2:30][CH2:31]4)[CH3:32])[cH:22][cH:23]3)=[O:33])[cH:12][cH:13]2)[cH:6][cH:7]1. Starting materials: BrC(C)Br (dibromoethane), C(C1=CC=CC=C1)N1C2=CC=CC=C2C=2C(=CC=CC12)O (9-benzyl-9H-Carbazol-4-ol), C([O-])([O-])=O.[K+].[K+] (potassium carbonate), BrC(C)Br (dibromoethane). Run in CN(C)C=O (DMF). Reaction conditions: temperature 80 celsius, time 4.5 hour. Yields the product C(C1=CC=CC=C1)N1C2=CC=CC=C2C=2C(=CC=CC12)OCCBr (9-Benzyl-4-(2-bromoethoxy)-9H-carbazole). Reaction SMILES: [CH2:1]([N:8]1[C:20]2[CH:19]=[CH:18][CH:17]=[C:16]([OH:21])[C:15]=2[C:14]2[C:9]1=[CH:10][CH:11]=[CH:12][CH:13]=2)[C:2]1[CH:7]=[CH:6][CH:5]=[CH:4][CH:3]=1.C(=O)([O-])[O-].[K+].[K+].[Br:28][CH:29](Br)[CH3:30]>CN(C=O)C>[CH2:1]([N:8]1[C:20]2[CH:19]=[CH:18][CH:17]=[C:16]([O:21][CH2:30][CH2:29][Br:28])[C:15]=2[C:14]2[C:9]1=[CH:10][CH:11]=[CH:12][CH:13]=2)[C:2]1[CH:3]=[CH:4][CH:5]=[CH:6][CH:7]=1 |f:1.2.3|. Reported procedure: To a mixture of 9-benzyl-9H-Carbazol-4-ol (2.46 g, 9.00 mmol), potassium carbonate (5.11 g, 27.0 mmol), and DMF (10 mL) is added dibromoethane (3.90 mL, 45.0 mmol). The mixture is stirred at 80° C. for 4.5 h and then allowed to cool and stir the remainder of the night. The mixture is then stirred at 85° C.; after about 2 h an additional 1.0 mL of dibromoethane is added. After 5.5 h the mixture is cooled and the solvent and excess dibromoethane are removed in vacuo. The residue is partitioned bet... Reactants: NC1=C(C=C(C(=O)OCC)C=C1)NCC1=CC=CC=C1 (ethyl 4-amino-3-(benzylamino)benzoate), C(OCC)(OCC)OCC (triethyl orthoformate). Reagents/catalysts: Cl (HCl). Solvent: C(C)O (ethanol). The product is C(C1=CC=CC=C1)N1C=NC2=C1C=C(C=C2)C(=O)OCC (ethyl 3-benzyl-3H-benzo[d]imidazole-5-carboxylate). The yield is 48.1%. RXN SMILES: [NH2:1][C:2]1[CH:12]=[CH:11][C:5]([C:6]([O:8][CH2:9][CH3:10])=[O:7])=[CH:4][C:3]=1[NH:13][CH2:14][C:15]1[CH:20]=[CH:19][CH:18]=[CH:17][CH:16]=1.[CH:21](OCC)(OCC)OCC>C(O)C.Cl>[CH2:14]([N:13]1[C:3]2[CH:4]=[C:5]([C:6]([O:8][CH2:9][CH3:10])=[O:7])[CH:11]=[CH:12][C:2]=2[N:1]=[CH:21]1)[C:15]1[CH:20]=[CH:19][CH:18]=[CH:17][CH:16]=1. Procedure: A solution of ethyl 4-amino-3-(benzylamino)benzoate (0.24 g, 0.89 mmol) and triethyl orthoformate (0.8 mL, 4.8 mmol) in ethanol (10 mL) and conc. HCl (7 drops) was heated to reflux for 24 hr. The solution was cooled to room temperature and concentrated, then diluted with ethyl acetate (100 mL) and washed with dilute aq. NaHCO3 (1×100 mL). Then organic layer was dried (MgSO4), filtered and then concentrated and the resulting residue was purified by flash chromatography (50% ethyl acetate/hexane t...